The task is: describe an organic reaction: reactants, conditions, products, and yield. This data is from the Open Reaction Database (ORD), a public repository of structured organic reaction records. The reactants are O=C([O-])O, ClCCl, ClC(Cl)Cl, O=C(Cl)c1ccc(Cl)c(Cl)c1, Cl, CCCCCN1C(=O)C(N)c2ccccc21, [Na+], O. Product: CCCCCN1C(=O)C(NC(=O)c2ccc(Cl)c(Cl)c2)c2ccccc21. As a reaction SMILES: [C:29](=[O:30])([O-:31])[OH:32].[CH2:38]([Cl:39])[Cl:40].[CH:34]([Cl:35])([Cl:36])[Cl:37].[Cl:1][c:2]1[cH:3][c:4]([C:5](=[O:6])[Cl:7])[cH:8][cH:9][c:10]1[Cl:11].[ClH:12].[NH2:13][CH:14]1[C:15](=[O:28])[N:16]([CH2:23][CH2:24][CH2:25][CH2:26][CH3:27])[c:17]2[cH:18][cH:19][cH:20][cH:21][c:22]21.[Na+:33].[OH2:41]>>[Cl:1][c:2]1[cH:3][c:4]([C:5](=[O:6])[NH:13][CH:14]2[C:15](=[O:28])[N:16]([CH2:23][CH2:24][CH2:25][CH2:26][CH3:27])[c:17]3[cH:18][cH:19][cH:20][cH:21][c:22]32)[cH:8][cH:9][c:10]1[Cl:11].